The task is: describe an organic reaction: reactants, conditions, products, and yield. This data is from the Open Reaction Database (ORD), a public repository of structured organic reaction records. Reactants: FC(C(=O)O)(F)F (Trifluoroacetic acid), C(C)(C)(C)OC(=O)N1CCC(CC1)C1=CC=2C(=CN=C(C2)C2=C(C=C(C=C2)S(=O)(=O)C)F)O1 (4-[5-(2-fluoro-4-methanesulfonyl-phenyl)-furo[2,3-c]pyridin-2-yl]-piperidine-1-carboxylic acid tert-butyl ester), C(=O)(O)[O-].[Na+] (NaHCO3). The solvent is ClCCl (dichloromethane). Reaction conditions: time 8 hour. The product is FC1=C(C=CC(=C1)S(=O)(=O)C)C=1C=C2C(=CN1)OC(=C2)C2CCNCC2 (5-(2-Fluoro-4-methanesulfonyl-phenyl)-2-piperidin-4-yl-furo[2,3-c]pyridine). Reaction SMILES: FC(F)(F)C(O)=O.C(OC([N:15]1[CH2:20][CH2:19][CH:18]([C:21]2[O:40][C:24]3=[CH:25][N:26]=[C:27]([C:29]4[CH:34]=[CH:33][C:32]([S:35]([CH3:38])(=[O:37])=[O:36])=[CH:31][C:30]=4[F:39])[CH:28]=[C:23]3[CH:22]=2)[CH2:17][CH2:16]1)=O)(C)(C)C.C([O-])(O)=O.[Na+]>ClCCl>[F:39][C:30]1[CH:31]=[C:32]([S:35]([CH3:38])(=[O:37])=[O:36])[CH:33]=[CH:34][C:29]=1[C:27]1[CH:28]=[C:23]2[CH:22]=[C:21]([CH:18]3[CH2:19][CH2:20][NH:15][CH2:16][CH2:17]3)[O:40][C:24]2=[CH:25][N:26]=1 |f:2.3|. Procedure: Trifluoroacetic acid (1.2 mL) is added to 4-[5-(2-fluoro-4-methanesulfonyl-phenyl)-furo[2,3-c]pyridin-2-yl]-piperidine-1-carboxylic acid tert-butyl ester (0.78 g) in dichloromethane (14 mL). The mixture is stirred at room temperature overnight. Aqueous NaHCO3 solution is added, the resulting mixture is stirred for 5 min, and the phases are separated. The aqueous phase is extracted with dichloromethane and the combined organic phases are washed with water and dried (Na2SO4). The solvent is evapor... Starting materials: C=1C=CC(=CC1)OC=2C(=CC(=CC2S(=O)(=O)N)C(=O)O)N3CCCC3 (piretanide), [OH-].C(CCCCCCCCCCCCCCC)[N+](C)(C)C (cetyltrimethylammonium hydroxide). The solvent is O (water). The product is NS(=O)(=O)C=1C=C(C(=O)[O-])C=C(C1OC1=CC=CC=C1)N1CCCC1.C(CCCCCCCCCCCCCCC)[N+](C)(C)C (cetyltrimethylammonium 3-aminosulfonyl-4-phenoxy-5-(1-pyrrolidinyl)benzoate). RXN SMILES: [CH:1]1[CH:2]=[CH:3][C:4]([O:7][C:8]2[C:9]([N:21]3[CH2:25][CH2:24][CH2:23][CH2:22]3)=[CH:10][C:11]([C:18]([OH:20])=[O:19])=[CH:12][C:13]=2[S:14]([NH2:17])(=[O:16])=[O:15])=[CH:5][CH:6]=1.[OH-].[CH2:27]([N+:43]([CH3:46])([CH3:45])[CH3:44])[CH2:28][CH2:29][CH2:30][CH2:31][CH2:32][CH2:33][CH2:34][CH2:35][CH2:36][CH2:37][CH2:38][CH2:39][CH2:40][CH2:41][CH3:42]>O>[NH2:17][S:14]([C:13]1[CH:12]=[C:11]([CH:10]=[C:9]([N:21]2[CH2:25][CH2:24][CH2:23][CH2:22]2)[C:8]=1[O:7][C:4]1[CH:5]=[CH:6][CH:1]=[CH:2][CH:3]=1)[C:18]([O-:20])=[O:19])(=[O:16])=[O:15].[CH2:27]([N+:43]([CH3:46])([CH3:44])[CH3:45])[CH2:28][CH2:29][CH2:30][CH2:31][CH2:32][CH2:33][CH2:34][CH2:35][CH2:36][CH2:37][CH2:38][CH2:39][CH2:40][CH2:41][CH3:42] |f:1.2,4.5|. Procedure details: In a similar manner to Example 10, piretanide can be reacted with cetyltrimethylammonium hydroxide in water to yield cetyltrimethylammonium 3-aminosulfonyl-4-phenoxy-5-(1-pyrrolidinyl)benzoate. Reactants: C(C)OC(C(CC1CCCC1)C1=CC=C(C=C1)S(=O)(=O)CC)=O (3-Cyclopentyl-2-(4-ethanesulfonyl-phenyl)-propionic acid ethyl ester), CNC(=O)N (methyl urea), C[O-].[Mg+2].C[O-] (magnesium methoxide), CO (methanol), hexanes ethyl acetate. Run in C(C)(=O)OCC (ethyl acetate). Conditions: temperature 25 celsius. The product is C1(CCCC1)CC(C(=O)NC(=O)NC)C1=CC=C(C=C1)S(=O)(=O)CC (1-[3-cyclopentyl-2-(4-ethanesulfonyl-phenyl)-propionyl]-3-methyl-urea). Isolated yield 32.8%. As a reaction SMILES: C(O[C:4](=[O:23])[CH:5]([C:12]1[CH:17]=[CH:16][C:15]([S:18]([CH2:21][CH3:22])(=[O:20])=[O:19])=[CH:14][CH:13]=1)[CH2:6][CH:7]1[CH2:11][CH2:10][CH2:9][CH2:8]1)C.[CH3:24][NH:25][C:26]([NH2:28])=[O:27].C[O-].[Mg+2].C[O-].CO>C(OCC)(=O)C>[CH:7]1([CH2:6][CH:5]([C:12]2[CH:13]=[CH:14][C:15]([S:18]([CH2:21][CH3:22])(=[O:19])=[O:20])=[CH:16][CH:17]=2)[C:4]([NH:28][C:26]([NH:25][CH3:24])=[O:27])=[O:23])[CH2:8][CH2:9][CH2:10][CH2:11]1 |f:2.3.4|. Procedure details: 3-Cyclopentyl-2-(4-ethanesulfonyl-phenyl)-propionic acid ethyl ester (500 mg, 1.48 mmol) and methyl urea (274 mg, 3.70 mmol) were treated with a solution of magnesium methoxide in methanol (7.4 wt %, 6.5 mL, 4.43 mmol). The reaction mixture was then concentrated in vacuo to approximately one-half the volume of methanol. The resulting reaction mixture was then heated under reflux for 2 d. The reaction mixture was allowed to cool to 25° C. and then diluted with ethyl acetate (25 mL). The mixture w...